From a dataset of the Open Reaction Database (ORD), a public repository of structured organic reaction records. describe an organic reaction: reactants, conditions, products, and yield Reactants: O=C1CCC(=O)N1Br, ClCCl, CS(=O)(=O)c1ccc(C(CC2CCCC2)C(=O)O)cc1[N+](=O)[O-], Nc1nccs1, c1ccc(P(c2ccccc2)c2ccccc2)cc1. The product is CS(=O)(=O)c1ccc(C(CC2CCCC2)C(=O)Nc2nccs2)cc1[N+](=O)[O-]. RXN SMILES: [Br:20][N:21]1[C:22](=[O:23])[CH2:24][CH2:25][C:26]1=[O:27].[CH2:57]([Cl:58])[Cl:59].[CH:28]1([CH2:33][CH:34]([C:35](=[O:36])[OH:37])[c:38]2[cH:39][c:40]([N+:48](=[O:49])[O-:50])[c:41]([S:44](=[O:45])(=[O:46])[CH3:47])[cH:42][cH:43]2)[CH2:29][CH2:30][CH2:31][CH2:32]1.[NH2:51][c:52]1[s:53][cH:54][cH:55][n:56]1.[c:1]1([P:2]([c:3]2[cH:4][cH:5][cH:6][cH:7][cH:8]2)[c:9]2[cH:10][cH:11][cH:12][cH:13][cH:14]2)[cH:15][cH:16][cH:17][cH:18][cH:19]1>>[CH:28]1([CH2:33][CH:34]([C:35](=[O:37])[NH:51][c:52]2[s:53][cH:54][cH:55][n:56]2)[c:38]2[cH:39][c:40]([N+:48](=[O:49])[O-:50])[c:41]([S:44](=[O:45])(=[O:46])[CH3:47])[cH:42][cH:43]2)[CH2:29][CH2:30][CH2:31][CH2:32]1. Starting materials: ClCCl, O=c1cc(OCc2cccs2)ccn1CCc1ccc(CO)cc1, BrP(Br)Br. Yields the product O=c1cc(OCc2cccs2)ccn1CCc1ccc(CBr)cc1. As a reaction SMILES: [Cl:29][CH2:30][Cl:31].[OH:1][CH2:2][c:3]1[cH:4][cH:5][c:6]([CH2:9][CH2:10][n:11]2[c:12](=[O:24])[cH:13][c:14]([O:17][CH2:18][c:19]3[s:20][cH:21][cH:22][cH:23]3)[cH:15][cH:16]2)[cH:7][cH:8]1.[P:25]([Br:26])([Br:27])[Br:28]>>[CH2:2]([c:3]1[cH:4][cH:5][c:6]([CH2:9][CH2:10][n:11]2[c:12](=[O:24])[cH:13][c:14]([O:17][CH2:18][c:19]3[s:20][cH:21][cH:22][cH:23]3)[cH:15][cH:16]2)[cH:7][cH:8]1)[Br:26]. Reactants: C(C)(=O)OC(C)=O (Acetic anhydride), C(CC)C1=C(N)C=CC=C1 (2-propylaniline), C1(=CC=CC=C1)C (toluene). Reaction conditions: time 2 hour. Yields the product C(CC)CC(=O)NC1=CC=CC=C1 (2-propylacetanilide). The yield is 96.0%. As a reaction SMILES: C(O[C:5](=[O:7])[CH3:6])(=O)C.C([C:11]1[CH:17]=[CH:16][CH:15]=[CH:14][C:12]=1[NH2:13])CC.[C:18]1(C)[CH:23]=CC=C[CH:19]=1>>[CH2:19]([CH2:6][C:5]([NH:13][C:12]1[CH:14]=[CH:15][CH:16]=[CH:17][CH:11]=1)=[O:7])[CH2:18][CH3:23]. Reported procedure: Acetic anhydride (7.5 ml) was added to a toluene (100 ml) solution of 2-propylaniline, and the mixture was stirred at room temperature for 2 hours. Crystals thus precipitated were collected by filtration and washed with hexane. The filtrate was concentrated under reduced pressure. After hexane was added thereto, tritulation was conducted. The deposited crystals were collected by filtration and washed with hexane. By the above crystallization steps, 2-propylacetanilide (13.0 g; yield, 96%) was ob... Reactants: C(C)(C)(C)C1=CC(=C(C=N1)C=1N(C(C(N1)(C)C1=CC=C(C=C1)Cl)(C)C1=CC=C(C=C1)Cl)C(=O)Cl)OCC (rac-(4S*,5R*)-2-(6-tert-butyl-4-ethoxy-pyridin-3-yl)-4,5-bis-(4-chloro-phenyl)-4,5-dimethyl-4,5-dihydro-imidazole-1-carbonyl chloride), CC1(OC[C@@H](O1)CN1CCNCC1)C (1-((S)-2,2-dimethyl-[1,3]dioxolan-4-ylmethyl)-piperazine). Product: C(C)(C)(C)C1=CC(=C(C=N1)C=1N([C@]([C@](N1)(C)C1=CC=C(C=C1)Cl)(C)C1=CC=C(C=C1)Cl)C(=O)N1CCN(CC1)C[C@@H](CO)O)OCC (Rac-[(4S*,5R*)-2-(6-tert-Butyl-4-ethoxy-pyridin-3-yl)-4,5-bis-(4-chloro-phenyl)-4,5-dimethyl-4,5-dihydro-imidazol-1-yl]-[4-((S)-2,3-dihydroxy-propyl)-piperazin-1-yl]-methanone), Cl (hydrochloric acid). As a reaction SMILES: [C:1]([C:5]1[N:10]=[CH:9][C:8]([C:11]2[N:12]([C:32](Cl)=[O:33])[C:13]([C:25]3[CH:30]=[CH:29][C:28]([Cl:31])=[CH:27][CH:26]=3)([CH3:24])[C:14]([C:17]3[CH:22]=[CH:21][C:20]([Cl:23])=[CH:19][CH:18]=3)([CH3:16])[N:15]=2)=[C:7]([O:35][CH2:36][CH3:37])[CH:6]=1)([CH3:4])([CH3:3])[CH3:2].CC1(C)[O:43][C@@H:42]([CH2:44][N:45]2[CH2:50][CH2:49][NH:48][CH2:47][CH2:46]2)[CH2:41][O:40]1>>[C:1]([C:5]1[N:10]=[CH:9][C:8]([C:11]2[N:12]([C:32]([N:48]3[CH2:47][CH2:46][N:45]([CH2:44][C@H:42]([OH:43])[CH2:41][OH:40])[CH2:50][CH2:49]3)=[O:33])[C@@:13]([C:25]3[CH:26]=[CH:27][C:28]([Cl:31])=[CH:29][CH:30]=3)([CH3:24])[C@@:14]([C:17]3[CH:22]=[CH:21][C:20]([Cl:23])=[CH:19][CH:18]=3)([CH3:16])[N:15]=2)=[C:7]([O:35][CH2:36][CH3:37])[CH:6]=1)([CH3:3])([CH3:4])[CH3:2].[ClH:23]. Procedure: In a manner analogous to the method described in examples 8, rac-(4S*,5R*)-2-(6-tert-butyl-4-ethoxy-pyridin-3-yl)-4,5-bis-(4-chloro-phenyl)-4,5-dimethyl-4,5-dihydro-imidazole-1-carbonyl chloride (example 7) was coupled with 1-((S)-2,2-dimethyl-[1,3]dioxolan-4-ylmethyl)-piperazine to give the title compound after deprotection with 2N hydrochloric acid. HR-MS (ES, m/z) calculated for C36H46N5O4Cl2 [(M+H)+] 682.2926, observed 682.2922. The reactants are [F-].C(CCC)[N+](CCCC)(CCCC)CCCC (Tetrabutylammoniumfluoride), [Si](C)(C)(C(C)(C)C)OCC1CC(=NO1)C1=CC=C(C=C1)C1=CC=C(C=C1)N1C(O[C@H](C1)CN1N=NC=C1)=O ((5R)-3-{4′-[5-({[tert-Butyl(dimethyl)silyl]oxy}methyl)-4,5-dihydroisoxazol-3-yl]-1,1′-biphenyl-4-yl}-5-(1H-1,2,3-triazol-1-ylmethyl)-1,3-oxazolidin-2-one), O (water). Run in C(C)(=O)OCC (ethyl acetate), C1CCOC1 (THF). Reaction conditions: temperature 25 celsius, time 1.5 hour. Yields the product OCC1CC(=NO1)C1=CC=C(C=C1)C1=CC=C(C=C1)N1C(O[C@H](C1)CN1N=NC=C1)=O ((5R)-3-{4′-[5-(Hydroxymethyl)-4,5-dihydroisoxazol-3-yl]-1,1′-biphenyl-4-yl}-5-(1H-1,2,3-triazol-1-ylmethyl)-1,3-oxazolidin-2-one). Yield: 26.5%. As a reaction SMILES: [Si]([O:8][CH2:9][CH:10]1[O:14][N:13]=[C:12]([C:15]2[CH:20]=[CH:19][C:18]([C:21]3[CH:26]=[CH:25][C:24]([N:27]4[CH2:31][C@H:30]([CH2:32][N:33]5[CH:37]=[CH:36][N:35]=[N:34]5)[O:29][C:28]4=[O:38])=[CH:23][CH:22]=3)=[CH:17][CH:16]=2)[CH2:11]1)(C(C)(C)C)(C)C.[F-].C([N+](CCCC)(CCCC)CCCC)CCC.O>C1COCC1.C(OCC)(=O)C>[OH:8][CH2:9][CH:10]1[O:14][N:13]=[C:12]([C:15]2[CH:16]=[CH:17][C:18]([C:21]3[CH:22]=[CH:23][C:24]([N:27]4[CH2:31][C@H:30]([CH2:32][N:33]5[CH:37]=[CH:36][N:35]=[N:34]5)[O:29][C:28]4=[O:38])=[CH:25][CH:26]=3)=[CH:19][CH:20]=2)[CH2:11]1 |f:1.2|. Procedure details: (5R)-3-{4′-[5-({[tert-Butyl(dimethyl)silyl]oxy}methyl)-4,5-dihydroisoxazol-3-yl]-1,1′-biphenyl-4-yl}-5-(1H-1,2,3-triazol-1-ylmethyl)-1,3-oxazolidin-2-one (0.24 g, 0.45 mmol) was dissolved in THF (5 ml) at 25° C. Tetrabutylammoniumfluoride.3H2O (0.138 g, 0.495 mmol) was added as a solid and the reaction was stirred at 25° C. for 1.5 hours. The mixture was then diluted with ethyl acetate (50 ml) and poured into water. The layers were separated and the aqueous layer was extracted three times with e...